From a dataset of the Open Reaction Database (ORD), a public repository of structured organic reaction records. describe an organic reaction: reactants, conditions, products, and yield The reactants are CN(C=1C=CC(=C(C1)C(C1=CC=CC=C1)OC(C(Cl)(Cl)Cl)=O)[N+](=O)[O-])C (Trichloro-acetic acid (5-dimethylamino-2-nitro-phenyl)-phenyl-methyl ester), CN(C=1C=CC(=C(COC(C(Cl)(Cl)Cl)=O)C1)[N+](=O)[O-])C (Trichloro-acetic acid 5-dimethylamino-2-nitro-benzyl ester). Yields the product CN(C=1C=CC(=C(C=O)C1)N=O)C (5-dimethylamino-2-nitrosobenzaldehyde). The yield is 30.0%. As a reaction SMILES: [CH3:1][N:2]([CH3:26])[C:3]1[CH:4]=[CH:5][C:6]([N+:23]([O-])=[O:24])=[C:7]([CH:9]([O:16]C(=O)C(Cl)(Cl)Cl)C2C=CC=CC=2)[CH:8]=1.CN(C)C1C=CC([N+]([O-])=O)=C(C=1)COC(=O)C(Cl)(Cl)Cl>>[CH3:1][N:2]([CH3:26])[C:3]1[CH:4]=[CH:5][C:6]([N:23]=[O:24])=[C:7]([CH:8]=1)[CH:9]=[O:16]. Procedure: Photolysis of 5-dimethylamino-2-nitrobenzyltrichloroacetate (41) and α-phenyl-5-dimethylamino-2-nitrobenzyltrichloroacetate (42) appeared to be of particular promise. They have absorption maxima at 395 and 398 nm, respectively, with molar extinction coefficients of around 17000 M.cm−1. The photolysis of compound 41, with no substitution at the α-position, was slower than that of the esters having an α-substitution16,17. Thus irradiation at 0.2% concentration, at 365 nm, gave the expected photopr... Starting materials: ClC=1C=C2C(=CNC2=CC1)CC1C(N=C(O1)N(C)C)=O ([(5-chloroindol-3-yl)methyl]-2-dimethylamino-2-oxazolin-4-one), CN (methylamine). Solvent: CCOCC (ether). Conditions: temperature -6 celsius. Product: CNC=1OC(C(N1)=O)CC1=CNC2=CC=C(C=C12)Cl (2-methylamino-5-[(5-chloroindol-3-yl)methyl]-2-oxazolin-4-one). The yield is 63.0%. RXN SMILES: [Cl:1][C:2]1[CH:3]=[C:4]2[C:8](=[CH:9][CH:10]=1)[NH:7][CH:6]=[C:5]2[CH2:11][CH:12]1[O:16][C:15]([N:17](C)[CH3:18])=[N:14][C:13]1=[O:20].CN>CCOCC>[CH3:18][NH:17][C:15]1[O:16][CH:12]([CH2:11][C:5]2[C:4]3[C:8](=[CH:9][CH:10]=[C:2]([Cl:1])[CH:3]=3)[NH:7][CH:6]=2)[C:13](=[O:20])[N:14]=1. Procedure details: To [(5-chloroindol-3-yl)methyl]-2-dimethylamino-2-oxazolin-4-one (200 mg) was added methylamine (20 ml). The mixture was refluxed at −6° C. for 1 hour. Removal of methylamine gave a residue, to which was added ether. The titled compound (120 mg) was obtained as a crystal. Starting materials: C(C)(=O)OCC (Ethyl acetate), BrC1=C(C=CC=C1)S (2-bromothiophenol), BrC(C(=O)OCC)CC (ethyl 2-bromobutyrate), C(=O)([O-])[O-].[K+].[K+] (K2CO3). The solvent is CN(C)C=O (DMF). Reaction conditions: time 2 hour. Yields the product BrC1=C(C=CC=C1)SC(C(=O)OCC)(C)C (ethyl 2-(2-bromophenylthio)-2-methylpropanoate). The yield is 88.4%. As a reaction SMILES: [Br:1][C:2]1[CH:7]=[CH:6][CH:5]=[CH:4][C:3]=1[SH:8].Br[CH:10]([CH2:16]C)[C:11]([O:13][CH2:14][CH3:15])=[O:12].[C:18]([O-])([O-])=O.[K+].[K+].C(OCC)(=O)C>CN(C=O)C>[Br:1][C:2]1[CH:7]=[CH:6][CH:5]=[CH:4][C:3]=1[S:8][C:10]([CH3:16])([CH3:18])[C:11]([O:13][CH2:14][CH3:15])=[O:12] |f:2.3.4|. Reported procedure: A mixture of 2-bromothiophenol (0.99 g, 5.0 mmol), ethyl 2-bromobutyrate (1.17 g, 6.0 mmol) and K2CO3 (0.966 g, 7.0 mmol) in DMF (2 mL) was stirred at room temperature for 2 hours. Ethyl acetate was added and the organic phase washed with brine, dried (MgSO4), concentrated and purified by chromatography to yield ethyl 2-(2-bromophenylthio)-2-methylpropanoate (1.34 g, 84%). Reactants: CCOC(=O)C1CCN(C(=O)c2ccccc2)C1c1ccc(NC(=O)Cc2ccc(NC(=O)Nc3ccccc3C)c(OC)c2)cc1, CCO, CC#N, [Na+], [OH-]. Product: COc1cc(CC(=O)Nc2ccc(C3C(C(=O)O)CCN3C(=O)c3ccccc3)cc2)ccc1NC(=O)Nc1ccccc1C. Reaction SMILES: [CH2:1]([CH3:2])[O:3][C:4](=[O:5])[CH:6]1[CH:7]([c:19]2[cH:20][cH:21][c:22]([NH:25][C:26]([CH2:27][c:28]3[cH:29][c:30]([O:45][CH3:46])[c:31]([NH:34][C:35](=[O:36])[NH:37][c:38]4[c:39]([CH3:44])[cH:40][cH:41][cH:42][cH:43]4)[cH:32][cH:33]3)=[O:47])[cH:23][cH:24]2)[N:8]([C:11]([c:12]2[cH:13][cH:14][cH:15][cH:16][cH:17]2)=[O:18])[CH2:9][CH2:10]1.[CH3:50][CH2:51][OH:52].[CH3:53][C:54]#[N:55].[Na+:49].[OH-:48]>>[O:3]=[C:4]([OH:5])[CH:6]1[CH:7]([c:19]2[cH:20][cH:21][c:22]([NH:25][C:26]([CH2:27][c:28]3[cH:29][c:30]([O:45][CH3:46])[c:31]([NH:34][C:35](=[O:36])[NH:37][c:38]4[c:39]([CH3:44])[cH:40][cH:41][cH:42][cH:43]4)[cH:32][cH:33]3)=[O:47])[cH:23][cH:24]2)[N:8]([C:11]([c:12]2[cH:13][cH:14][cH:15][cH:16][cH:17]2)=[O:18])[CH2:9][CH2:10]1. The reactants are COc1ccc2cc(-c3ccc(OC)c(C(C)(C)C)c3O[SiH](C)C)sc2c1, COc1cc(C(=O)Cl)cc(OC)c1OC, CCOC(C)=O. RXN SMILES: [C:1]([CH3:2])([CH3:3])([CH3:4])[c:5]1[c:6]([O:24][SiH:25]([CH3:26])[CH3:27])[c:7](-[c:13]2[cH:14][c:15]3[c:16]([s:17]2)[cH:18][c:19]([O:22][CH3:23])[cH:20][cH:21]3)[cH:8][cH:9][c:10]1[O:11][CH3:12].[CH3:28][O:29][c:30]1[cH:31][c:32]([C:33](=[O:34])[Cl:35])[cH:36][c:37]([O:41][CH3:42])[c:38]1[O:39][CH3:40].[CH3:43][CH2:44][O:45][C:46]([CH3:47])=[O:48]>>[C:1]([CH3:2])([CH3:3])([CH3:4])[c:5]1[c:6]([O:24][SiH:25]([CH3:26])[CH3:27])[c:7](-[c:13]2[c:14]([C:33]([c:32]3[cH:31][c:30]([O:29][CH3:28])[c:38]([O:39][CH3:40])[c:37]([O:41][CH3:42])[cH:36]3)=[O:34])[c:15]3[c:16]([s:17]2)[cH:18][c:19]([O:22][CH3:23])[cH:20][cH:21]3)[cH:8][cH:9][c:10]1[O:11][CH3:12]. Yields the product COc1ccc2c(C(=O)c3cc(OC)c(OC)c(OC)c3)c(-c3ccc(OC)c(C(C)(C)C)c3O[SiH](C)C)sc2c1. The reactants are BrC=1C=C2C=CC(=NC2=CC1)NC1CCC2=CC(=CC=C12)F (rac-(6-bromo-quinolin-2-yl)-(5-fluoro-indan-1-yl)-amine), NC1=NC(=CC=C1)C (2-amino-6-methyl-pyridine). Product: FC=1C=C2CCC(C2=CC1)NC1=NC2=CC=C(C=C2C=C1)NC1=NC(=CC=C1)C (rac-N2-(5-Fluoro-indan-1-yl)-N6-(6-methyl-pyridin-2-yl)-quinoline-2,6-diamine). Reaction SMILES: Br[C:2]1[CH:3]=[C:4]2[C:9](=[CH:10][CH:11]=1)[N:8]=[C:7]([NH:12][CH:13]1[C:21]3[C:16](=[CH:17][C:18]([F:22])=[CH:19][CH:20]=3)[CH2:15][CH2:14]1)[CH:6]=[CH:5]2.[NH2:23][C:24]1[CH:29]=[CH:28][CH:27]=[C:26]([CH3:30])[N:25]=1>>[F:22][C:18]1[CH:17]=[C:16]2[C:21](=[CH:20][CH:19]=1)[CH:13]([NH:12][C:7]1[CH:6]=[CH:5][C:4]3[C:9](=[CH:10][CH:11]=[C:2]([NH:23][C:24]4[CH:29]=[CH:28][CH:27]=[C:26]([CH3:30])[N:25]=4)[CH:3]=3)[N:8]=1)[CH2:14][CH2:15]2. Reported procedure: The title compound, yellow foam, MS: m/e=385.3 (M+H+), was prepared in accordance with the general method of example 66 from rac-(6-bromo-quinolin-2-yl)-(5-fluoro-indan-1-yl)-amine (see example 102, step A) and commercially available 2-amino-6-methyl-pyridine. The reactants are C(C)(=O)NC1=CC=C(C=C1)SCCCCOC=1C=CC2=C(C(OC(N2)=O)(C)C)C1 (6-[4-(4-acetamido-phenylmercapto)-butoxy]-4,4-dimethyl-4H-3,1-benzoxazin-2-one), OO (hydrogen peroxide). The product is C(C)(=O)NC1=CC=C(C=C1)S(=O)CCCCOC=1C=CC2=C(C(OC(N2)=O)(C)C)C1 (6-[4-(4-Acetamido-phenylsulfinyl)-butoxy]-4,4-dimethyl-4H-3,1-benzoxazin-2-one). Reaction SMILES: [C:1]([NH:4][C:5]1[CH:10]=[CH:9][C:8]([S:11][CH2:12][CH2:13][CH2:14][CH2:15][O:16][C:17]2[CH:18]=[CH:19][C:20]3[NH:25][C:24](=[O:26])[O:23][C:22]([CH3:28])([CH3:27])[C:21]=3[CH:29]=2)=[CH:7][CH:6]=1)(=[O:3])[CH3:2].[OH:30]O>>[C:1]([NH:4][C:5]1[CH:6]=[CH:7][C:8]([S:11]([CH2:12][CH2:13][CH2:14][CH2:15][O:16][C:17]2[CH:18]=[CH:19][C:20]3[NH:25][C:24](=[O:26])[O:23][C:22]([CH3:28])([CH3:27])[C:21]=3[CH:29]=2)=[O:30])=[CH:9][CH:10]=1)(=[O:3])[CH3:2]. Reported procedure: Prepared analogously to Example 2 from 6-[4-(4-acetamido-phenylmercapto)-butoxy]-4,4-dimethyl-4H-3,1-benzoxazin-2-one and hydrogen peroxide. Yields the product CCCc1nc(-n2c(C)ccc2C)c(C=O)n1Cc1ccc(-c2ccccc2-c2nnnn2C(c2ccccc2)(c2ccccc2)c2ccccc2)cc1. As a reaction SMILES: [C:56](=[O:57])([O-:58])[O-:59].[CH3:39][c:40]1[n:41](-[c:46]2[n:47][c:48]([CH2:53][CH2:54][CH3:55])[nH:49][c:50]2[CH:51]=[O:52])[c:42]([CH3:45])[cH:43][cH:44]1.[Cs+:60].[Cs+:61].[O:63]=[CH:64][N:65]([CH3:66])[CH3:67].[OH2:62].[c:1]1([C:7]([n:8]2[n:9][n:10][n:11][c:12]2-[c:13]2[c:14](-[c:19]3[cH:20][cH:21][c:22]([CH2:25][Br:26])[cH:23][cH:24]3)[cH:15][cH:16][cH:17][cH:18]2)([c:27]2[cH:28][cH:29][cH:30][cH:31][cH:32]2)[c:33]2[cH:34][cH:35][cH:36][cH:37][cH:38]2)[cH:2][cH:3][cH:4][cH:5][cH:6]1>>[c:1]1([C:7]([n:8]2[n:9][n:10][n:11][c:12]2-[c:13]2[c:14](-[c:19]3[cH:20][cH:21][c:22]([CH2:25][n:49]4[c:48]([CH2:53][CH2:54][CH3:55])[n:47][c:46](-[n:41]5[c:40]([CH3:39])[cH:44][cH:43][c:42]5[CH3:45])[c:50]4[CH:51]=[O:52])[cH:23][cH:24]3)[cH:15][cH:16][cH:17][cH:18]2)([c:27]2[cH:28][cH:29][cH:30][cH:31][cH:32]2)[c:33]2[cH:34][cH:35][cH:36][cH:37][cH:38]2)[cH:2][cH:3][cH:4][cH:5][cH:6]1. Reactants: O=C([O-])[O-], CCCc1nc(-n2c(C)ccc2C)c(C=O)[nH]1, [Cs+], [Cs+], CN(C)C=O, O, BrCc1ccc(-c2ccccc2-c2nnnn2C(c2ccccc2)(c2ccccc2)c2ccccc2)cc1. Starting materials: Cl (hydrochloric acid), NCC1=CC=C(C(=O)O)C=C1 (4-(aminomethyl)benzoic acid), CO (methanol). The product is [Cl-].C(=O)(OC)C1=CC=C(C[NH3+])C=C1 (4-carbomethoxy-benzylammonium chloride). Isolated yield 62.0%. Reaction SMILES: [ClH:1].[NH2:2][CH2:3][C:4]1[CH:12]=[CH:11][C:7]([C:8]([OH:10])=[O:9])=[CH:6][CH:5]=1.[CH3:13]O>>[Cl-:1].[C:8]([C:7]1[CH:6]=[CH:5][C:4]([CH2:3][NH3+:2])=[CH:12][CH:11]=1)([O:10][CH3:13])=[O:9] |f:3.4|. Reported procedure: Gaseous hydrochloric acid was hubled for 5 minutes through a suspension of 4-(aminomethyl)benzoic acid (20 mmol) in 100 mL of methanol, upon which it dissolved. After heating at reflux for 10 minutes a precipitate was formed which was filtered off and washed with diethyl ether to yield 2.5 g (12.4 mmols, 62%) of 4-carbomethoxy-benzylammonium chloride. A solution of 1.5 g of this compound in 10 mL ethanolamine was heated at 37° C. overnight. After removal of the solvent by vacuum destillation, th... The reactants are ClC1=NC(=C2NC=NC2=N1)Cl (2,6-Dichloropurine), C([O-])([O-])=O.[K+].[K+] (potassium carbonate), C1(CC1)I (cyclopropyliodide). Solvent: CS(=O)C (DMSO). The product is C1(CC1)N1C2=NC(=NC(=C2N=C1)Cl)Cl (9-cyclopropyl-2,6-dichloropurine). Yield: 35.0%. Reaction SMILES: [Cl:1][C:2]1[N:10]=[C:9]2[C:5]([NH:6][CH:7]=[N:8]2)=[C:4]([Cl:11])[N:3]=1.C(=O)([O-])[O-].[K+].[K+].[CH:18]1(I)[CH2:20][CH2:19]1>CS(C)=O>[CH:18]1([N:8]2[CH:7]=[N:6][C:5]3[C:9]2=[N:10][C:2]([Cl:1])=[N:3][C:4]=3[Cl:11])[CH2:20][CH2:19]1 |f:1.2.3|. Reported procedure: 2,6-Dichloropurine (1 mmol), powdered potassium carbonate (4 mmol) and cyclopropyliodide were vigorously stirred in 5 mL DMSO overnight. After evaporation of the solvent the product was extracted (water/diethylether) and purified by column chromatography (silicagel/1% MeOH in CHCl3). Crystallization from diethylether gave product in 35% yield, mp 121-124° C.